From a dataset of the Open Reaction Database (ORD), a public repository of structured organic reaction records. describe an organic reaction: reactants, conditions, products, and yield Starting materials: N1=CC=C(C=C1)CC(C(=O)O)(C1=C(C=CC=C1)OC)CC1=CC=NC=C1 (α,α-bis(4-pyridinylmethyl)-2-methoxybenzene-acetic acid), Cl (HCl), [B-]([S+](C)C)(Br)(Br)Br (boron tribromide-methyl sulfide complex). The solvent is ClC(C)Cl (dichloroethane), O (water). Yields the product N1=C(C=CC=C1)CC1(C(OC2=C1C=CC=C2)=O)CC2=NC=CC=C2 (3,3-bis(pyridinylmethyl)-2(3H)benzofuranone), N1=CC=C(C=C1)CC(C(=O)O)(C1=C(C=CC=C1)OC)CC1=CC=NC=C1 (α,α-bis(4-pyridinylmethyl)-2-methoxybenzene-acetic acid). The yield is 68.0%. As a reaction SMILES: [N:1]1[CH:6]=[CH:5][C:4]([CH2:7][C:8]([CH2:20][C:21]2[CH:26]=[CH:25][N:24]=[CH:23][CH:22]=2)([C:12]2[CH:17]=[CH:16][CH:15]=[CH:14][C:13]=2[O:18][CH3:19])[C:9]([OH:11])=[O:10])=[CH:3][CH:2]=1.[B-](Br)(Br)(Br)[S+](C)C.Cl>ClC(Cl)C.O>[N:1]1[CH:6]=[CH:5][CH:4]=[CH:3][C:2]=1[CH2:7][C:8]1([CH2:20][C:25]2[CH:26]=[CH:21][CH:22]=[CH:23][N:24]=2)[C:12]2[CH:13]=[CH:14][CH:15]=[CH:16][C:17]=2[O:10][C:9]1=[O:11].[N:1]1[CH:6]=[CH:5][C:4]([CH2:7][C:8]([CH2:20][C:21]2[CH:22]=[CH:23][N:24]=[CH:25][CH:26]=2)([C:12]2[CH:17]=[CH:16][CH:15]=[CH:14][C:13]=2[O:18][CH3:19])[C:9]([OH:11])=[O:10])=[CH:3][CH:2]=1. Procedure details: To a suspension of α,α-bis(4-pyridinylmethyl)-2-methoxybenzene-acetic acid (7.7 g) in dichloroethane (150 ml) at 0° was added boron tribromide-methyl sulfide complex (1M in dichloromethane, 5 equivalents, 110 mmol, 110 ml). The mixture was warmed to room temperature, then heated at reflux for 20 h. After cooling to room temperature, 6N HCl (100 ml) was added, and the mixture was refluxed for 18 h. The mixture was cooled, diluted with water, and the layers were separated. The organic layer was ex... The reactants are C(C)(C)[C@]1(CC(CC1)N1CCC(CC1)CC(=O)OC)C(=O)N1CC=2C=C(C=NC2CC1)C(F)(F)F (methyl [1-((3S)-3-isopropyl-3-{[3-(trifluoromethyl)-7,8-dihydro-1,6-naphthyridin-6(5H)-yl]carbonyl}cyclopentyl)piperidin-4-yl]acetate), [OH-].[Li+] (Lithium Hydroxide), CO (methanol), Cl (HCl). Conditions: time 8 hour. The product is FC(C)(F)C=1C=NC=2CCN(CC2C1)C(=O)[C@@]1(CC(CC1)N1CCC(CC1)CC(=O)O)C(C)C ([1-((3S)-3-{[3-(1,1-difluoroethyl)-7,8-dihydro-1,6-naphthyridin-6(5H)-yl]carbonyl}-3-isopropylcyclopentyl)piperidin-4-yl]acetic acid). Isolated yield 91.0%. RXN SMILES: [CH:1]([C@:4]1([C:20]([N:22]2[CH2:31][CH2:30][C:29]3[N:28]=[CH:27][C:26]([C:32]([F:35])(F)[F:33])=[CH:25][C:24]=3[CH2:23]2)=[O:21])[CH2:8][CH2:7][CH:6]([N:9]2[CH2:14][CH2:13][CH:12]([CH2:15][C:16]([O:18]C)=[O:17])[CH2:11][CH2:10]2)[CH2:5]1)([CH3:3])[CH3:2].[OH-].[Li+].Cl.[CH3:39]O>>[F:35][C:32]([C:26]1[CH:27]=[N:28][C:29]2[CH2:30][CH2:31][N:22]([C:20]([C@@:4]3([CH:1]([CH3:2])[CH3:3])[CH2:8][CH2:7][CH:6]([N:9]4[CH2:10][CH2:11][CH:12]([CH2:15][C:16]([OH:18])=[O:17])[CH2:13][CH2:14]4)[CH2:5]3)=[O:21])[CH2:23][C:24]=2[CH:25]=1)([F:33])[CH3:39] |f:1.2|. Procedure: To a solution of methyl [1-((3S)-3-isopropyl-3-{[3-(trifluoromethyl)-7,8-dihydro-1,6-naphthyridin-6(5H)-yl]carbonyl}cyclopentyl)piperidin-4-yl]acetate (470 mgs, 0.92 mmol) in methanol (5 ml) was added 2N Lithium Hydroxide solution (1.8 ml, 3.7 mmol), the reaction was then stirred overnight at room temperature. The reaction was neutralized to pH=5 using 3N HCl. The crude was purified on reverse phase HPLC using 5%-100% ACN/H2O to yield [1-((3S)-3-{[3-(1,1-difluoroethyl)-7,8-dihydro-1,6-naphthyrid...